Dataset: the Open Reaction Database (ORD), a public repository of structured organic reaction records. Task: describe an organic reaction: reactants, conditions, products, and yield The reactants are CC1CCCN1CCCO, CCOC(C)=O, CC1(CO)COC(c2ccc(Cl)nc2)=N1, [H-], [Na+], CN(C)C=O, O. The product is CC1CCCN1CCCOc1ccc(C2=NC(C)(CO)CO2)cn1. Reaction SMILES: [CH3:1][CH:2]1[N:3]([CH2:7][CH2:8][CH2:9][OH:10])[CH2:4][CH2:5][CH2:6]1.[CH3:34][CH2:35][O:36][C:37](=[O:38])[CH3:39].[Cl:13][c:14]1[cH:15][cH:16][c:17]([C:20]2=[N:24][C:23]([CH3:25])([CH2:26][OH:27])[CH2:22][O:21]2)[cH:18][n:19]1.[H-:11].[Na+:12].[O:29]=[CH:30][N:31]([CH3:32])[CH3:33].[OH2:28]>>[CH3:1][CH:2]1[N:3]([CH2:7][CH2:8][CH2:9][O:10][c:14]2[cH:15][cH:16][c:17]([C:20]3=[N:24][C:23]([CH3:25])([CH2:26][OH:27])[CH2:22][O:21]3)[cH:18][n:19]2)[CH2:4][CH2:5][CH2:6]1. Starting materials: C1CCOC1, CO, Cl, [Li+], COC(=O)C(Cc1ccc(OCc2c(C)noc2C)cc1)NC1=NS(=O)(=O)c2ccccc21, [OH-], O, O. The product is Cc1noc(C)c1COc1ccc(CC(NC2=NS(=O)(=O)c3ccccc32)C(=O)O)cc1. RXN SMILES: [CH2:38]1[O:39][CH2:40][CH2:41][CH2:42]1.[CH3:43][OH:44].[ClH:36].[Li+:35].[O:1]=[S:2]1(=[O:33])[N:3]=[C:4]([NH:11][CH:12]([C:13](=[O:14])[O:15][CH3:16])[CH2:17][c:18]2[cH:19][cH:20][c:21]([O:24][CH2:25][c:26]3[c:27]([CH3:32])[n:28][o:29][c:30]3[CH3:31])[cH:22][cH:23]2)[c:5]2[c:6]1[cH:7][cH:8][cH:9][cH:10]2.[OH-:34].[OH2:37].[OH2:45]>>[O:1]=[S:2]1(=[O:33])[N:3]=[C:4]([NH:11][CH:12]([C:13](=[O:14])[OH:15])[CH2:17][c:18]2[cH:19][cH:20][c:21]([O:24][CH2:25][c:26]3[c:27]([CH3:32])[n:28][o:29][c:30]3[CH3:31])[cH:22][cH:23]2)[c:5]2[c:6]1[cH:7][cH:8][cH:9][cH:10]2. RXN SMILES: Cl[CH2:2][CH2:3][CH2:4][SiH2:5][CH:6]=[C:7]([CH3:9])[CH3:8].[I-:10].[Na+]>CC(CC)=O>[I:10][CH2:2][CH2:3][CH2:4][SiH2:5][CH:6]=[C:7]([CH3:9])[CH3:8] |f:1.2|. The reactants are ClCCC[SiH2]C=C(C)C (chloropropyldimethylvinylsilane), [I-].[Na+] (sodium iodide). Run at temperature 75 celsius. Solvent: CC(=O)CC (ethyl methyl ketone). Yield: 53.6%. Procedure details: To a stirring solution of chloropropyldimethylvinylsilane (645 g) in ethyl methyl ketone (4.65 L), sodium iodide (1.215 Kg) was added under nitrogen and the mixture heated at 75° C. for 24 hr. The reaction mixture was cooled and added D.M. Water (1.62 L) and separated organic layer. The aqueous layer was re-extracted with ethyl methyl ketone (1.16 L) and the extract combined with the organic layer. The organic layer was dried on sodium sulfate and evaporated to dryness. Orange oil was purified b... Yields the product ICCC[SiH2]C=C(C)C (Iodopropyldimethylvinylsilane). The reactants are CN([C@@H](CC(C)C)C(=O)O)C(=O)OC(C)(C)C.NC(CC(=O)[O-])CC=C (Methyl N-(t-butoxycarbonyl)leucine 3-amino-5-hexenoate), C(=O)(C(F)(F)F)O (TFA). Run in O (water). Reaction conditions: time 30 minute. Yields the product CN[C@@H](CC(C)C)C(=O)O.NC(CC(=O)[O-])CC=C (methyl leucine 3-amino-5-hexenate). As a reaction SMILES: [CH3:1][N:2](C(OC(C)(C)C)=O)[C@H:3]([C:8]([OH:10])=[O:9])[CH2:4][CH:5]([CH3:7])[CH3:6].[NH2:18][CH:19]([CH2:24][CH:25]=[CH2:26])[CH2:20][C:21]([O-:23])=[O:22].C(O)(C(F)(F)F)=O>O>[CH3:1][NH:2][C@H:3]([C:8]([OH:10])=[O:9])[CH2:4][CH:5]([CH3:7])[CH3:6].[NH2:18][CH:19]([CH2:24][CH:25]=[CH2:26])[CH2:20][C:21]([O-:23])=[O:22] |f:0.1,4.5|. Procedure: Methyl N-(t-butoxycarbonyl)leucine-3-amino-5-hexenoate (10 g) was treated with 90% TFA in water(100 ml). The mixture was stirred for 30 min and the TFA and water were then removed by evaporation. The residue was purified by preparative HPLC on a C18 silica column eluting with acetonitrile/water/0.1% TFA to give a gummy solid on evaporation of appropriate fractions. This was dissolved in ethyl acetate (50 ml) and washed twice with saturated sodium bicarbonate solution(10 ml), once with saturated ... Starting materials: ClC1=CC=C2C(=N1)C(=C(O2)C(C2CCCCC2)NC2=CC=C(C=C2)C(=O)N(CCC(=O)OCC)C)C (ethyl 3-{[(4-{[(5-chloro-3-methylfuro[3,2-b]pyridin-2-yl)(cyclohexyl)methyl]amino}phenyl)carbonyl](methyl)amino}-propanoate), O1CCCC1 (tetrahydrofuran), [OH-].[Li+] (lithium hydroxide). Run in C(C)O (ethanol). Run at time 8 hour. The product is ClC1=CC=C2C(=N1)C(=C(O2)C(C2CCCCC2)NC2=CC=C(C=C2)C(=O)N(CCC(=O)O)C)C (3-{[(4-{[(5-chloro-3-methylfuro[3,2-b]pyridin-2-yl)(cyclohexyl)methyl]amino}phenyl)carbonyl](methyl)amino}-propanoic acid). Isolated yield 88.6%. Reaction SMILES: [Cl:1][C:2]1[N:7]=[C:6]2[C:8]([CH3:36])=[C:9]([CH:11]([NH:18][C:19]3[CH:24]=[CH:23][C:22]([C:25]([N:27]([CH3:35])[CH2:28][CH2:29][C:30]([O:32]CC)=[O:31])=[O:26])=[CH:21][CH:20]=3)[CH:12]3[CH2:17][CH2:16][CH2:15][CH2:14][CH2:13]3)[O:10][C:5]2=[CH:4][CH:3]=1.O1CCCC1.[OH-].[Li+]>C(O)C>[Cl:1][C:2]1[N:7]=[C:6]2[C:8]([CH3:36])=[C:9]([CH:11]([NH:18][C:19]3[CH:20]=[CH:21][C:22]([C:25]([N:27]([CH3:35])[CH2:28][CH2:29][C:30]([OH:32])=[O:31])=[O:26])=[CH:23][CH:24]=3)[CH:12]3[CH2:13][CH2:14][CH2:15][CH2:16][CH2:17]3)[O:10][C:5]2=[CH:4][CH:3]=1 |f:2.3|. Reported procedure: To a mixture of ethyl 3-{[(4-{[(5-chloro-3-methylfuro[3,2-b]pyridin-2-yl)(cyclohexyl)methyl]amino}phenyl)carbonyl](methyl)amino}-propanoate (332 mg) synthesized above, tetrahydrofuran (5 mL) and ethanol (5 mL) was added 1N lithium hydroxide aqueous solution (3.00 mL), and the mixture was stirred overnight at room temperature, and concentrated under reduced pressure. The residue was dissolved in water (10 mL), and 1N hydrochloric acid (3.00 mL) was added at 0° C. The resulting precipitate was col... The reactants are COC1=CC=C(C=C1)C=C1OC2=C(C1=O)C=CC(=C2)O (2-[(4-methoxyphenyl)methylene]-6-hydroxy-3(2H)-benzofuranone), C([O-])([O-])=O.[K+].[K+] (potassium carbonate), CN(C=O)C (dimethylformamide), BrC(C)C (2-bromopropane). Solvent: C(C)(=O)OCC (ethyl acetate), O (water), CCCCCC (hexane). Conditions: time 4 hour. Product: COC1=CC=C(C=C1)C=C1OC2=C(C1=O)C=CC(=C2)OC(C)C (2-[(4-methoxyphenyl)methylene]-6-isopropyloxy-3(2H)-benzofuranone). Isolated yield 80.0%. As a reaction SMILES: [CH3:1][O:2][C:3]1[CH:8]=[CH:7][C:6]([CH:9]=[C:10]2[C:14](=[O:15])[C:13]3[CH:16]=[CH:17][C:18]([OH:20])=[CH:19][C:12]=3[O:11]2)=[CH:5][CH:4]=1.C(=O)([O-])[O-].[K+].[K+].CN(C)C=O.Br[CH:33]([CH3:35])[CH3:34]>C(OCC)(=O)C.CCCCCC.O>[CH3:1][O:2][C:3]1[CH:8]=[CH:7][C:6]([CH:9]=[C:10]2[C:14](=[O:15])[C:13]3[CH:16]=[CH:17][C:18]([O:20][CH:33]([CH3:35])[CH3:34])=[CH:19][C:12]=3[O:11]2)=[CH:5][CH:4]=1 |f:1.2.3|. Procedure details: To a solution of 2-[(4-methoxyphenyl)methylene]-6-hydroxy-3(2H)-benzofuranone 0.5 g, potassium carbonate 0.58 g and dimethylformamide 5 ml, 2-bromopropane 0.306 g was added. After the mixture was refluxed for 2.5 hours, water 50 ml was added. The resulting compound was extracted with ethyl acetate 50 ml twice. The ethyl acetate solution was washed with a saturated sodium chloride solution 50 ml twice, dehydrated with anhydrous magnesium sulfate and concentrated under reduced pressure. The residu... Reactants: CC(=O)O[BH-](OC(C)=O)OC(C)=O, C1CCOC1, CC(=O)O, Nc1nccs1, CC(C)(C)OC(=O)N1CCC(N)CC1, [Na+]. Product: CC(C)(C)OC(=O)N1CCC(Nc2nccs2)CC1. As a reaction SMILES: [C:21]([O:22][BH-:23]([O:24][C:25](=[O:26])[CH3:27])[O:28][C:29](=[O:30])[CH3:31])(=[O:32])[CH3:33].[CH2:39]1[O:40][CH2:41][CH2:42][CH2:43]1.[CH3:35][C:36](=[O:37])[OH:38].[NH2:1][c:2]1[s:3][cH:4][cH:5][n:6]1.[NH2:7][CH:8]1[CH2:9][CH2:10][N:11]([C:14](=[O:15])[O:16][C:17]([CH3:18])([CH3:19])[CH3:20])[CH2:12][CH2:13]1.[Na+:34]>>[NH:1]([c:2]1[s:3][cH:4][cH:5][n:6]1)[CH:8]1[CH2:9][CH2:10][N:11]([C:14](=[O:15])[O:16][C:17]([CH3:18])([CH3:19])[CH3:20])[CH2:12][CH2:13]1.